From a dataset of the Open Reaction Database (ORD), a public repository of structured organic reaction records. describe an organic reaction: reactants, conditions, products, and yield The reactants are NC=1C=C(C(=O)O)C=CC1OC (3-amino-4-methoxybenzoic acid), NC1=C(C=CC(=C1)Br)O (2-amino-4-bromophenol). The product is NC=1C=C(C=CC1OC)C=1OC2=C(N1)C=C(C=C2)Br (2-(3-Amino-4-methoxyphenyl)-5-bromobenzoxazole). RXN SMILES: [NH2:1][C:2]1[CH:3]=[C:4]([CH:8]=[CH:9][C:10]=1[O:11][CH3:12])[C:5]([OH:7])=O.[NH2:13][C:14]1[CH:19]=[C:18]([Br:20])[CH:17]=[CH:16][C:15]=1O>>[NH2:1][C:2]1[CH:3]=[C:4]([C:5]2[O:7][C:15]3[CH:16]=[CH:17][C:18]([Br:20])=[CH:19][C:14]=3[N:13]=2)[CH:8]=[CH:9][C:10]=1[O:11][CH3:12]. Procedure details: Prepared by the method of Example 1a), from 3-amino-4-methoxybenzoic acid (1.84 g, 11.0 mmol) and 2-amino-4-bromophenol (2.0 g, 11.0 mmol) the subtitle compound was obtained (2.0 g, 55%). 1H NMR (CDCl3) δ 7.85(t, 1H), 7.64(dd, 1H), 7.58(d, 1H), 7.41(d, 1H), 6.90(d, 1H), 3.95(s, 3H). Starting materials: Cc1ccccc1, O=C(O)CCSC(c1ccccc1CCCCCCCCc1ccccc1)C(O)C(=O)O, [N-]=[N+]=C(c1ccccc1)c1ccccc1. The product is O=C(O)CCSC(c1ccccc1CCCCCCCCc1ccccc1)C(O)C(=O)OC(c1ccccc1)c1ccccc1. As a reaction SMILES: [CH3:48][c:49]1[cH:50][cH:51][cH:52][cH:53][cH:54]1.[OH:1][CH:2]([C:3](=[O:4])[OH:5])[CH:6]([c:7]1[c:8]([CH2:13][CH2:14][CH2:15][CH2:16][CH2:17][CH2:18][CH2:19][CH2:20][c:21]2[cH:22][cH:23][cH:24][cH:25][cH:26]2)[cH:9][cH:10][cH:11][cH:12]1)[S:27][CH2:28][CH2:29][C:30](=[O:31])[OH:32].[c:33]1([C:39](=[N+:40]=[N-:41])[c:42]2[cH:43][cH:44][cH:45][cH:46][cH:47]2)[cH:34][cH:35][cH:36][cH:37][cH:38]1>>[OH:1][CH:2]([C:3](=[O:4])[O:5][CH:39]([c:33]1[cH:34][cH:35][cH:36][cH:37][cH:38]1)[c:42]1[cH:43][cH:44][cH:45][cH:46][cH:47]1)[CH:6]([c:7]1[c:8]([CH2:13][CH2:14][CH2:15][CH2:16][CH2:17][CH2:18][CH2:19][CH2:20][c:21]2[cH:22][cH:23][cH:24][cH:25][cH:26]2)[cH:9][cH:10][cH:11][cH:12]1)[S:27][CH2:28][CH2:29][C:30](=[O:31])[OH:32]. Starting materials: O=C([O-])[O-], CCI, CCOC(C)=O, Cl, [K+], [K+], Nc1ccc2c3c(cccc13)C(=O)N2, CN(C)C=O. Yields the product Cl, CCNc1ccc2c3c(cccc13)C(=O)N2. RXN SMILES: [C:16](=[O:17])([O-:18])[O-:19].[CH2:27]([CH3:28])[I:29].[CH3:30][CH2:31][O:32][C:33](=[O:34])[CH3:35].[ClH:1].[K+:20].[K+:21].[NH2:2][c:3]1[c:4]2[c:5]3[c:6]([cH:13][cH:14][cH:15]2)[C:7](=[O:12])[NH:8][c:9]3[cH:10][cH:11]1.[O:22]=[CH:23][N:24]([CH3:25])[CH3:26]>>[ClH:1].[NH:2]([c:3]1[c:4]2[c:5]3[c:6]([cH:13][cH:14][cH:15]2)[C:7](=[O:12])[NH:8][c:9]3[cH:10][cH:11]1)[CH2:27][CH3:28]. Starting materials: O1CCN(CC1)C(C(=O)O[C@H]1CN2CCC1CC2)C2=CC=CC=C2 ((R)-Quinuclidin-3-yl 2-morpholino-2-phenylacetate), ClCC(=O)C1=CC=CC=C1 (2-chloro-1-phenylethanone). Run in C(C)(=O)OCC (ethyl acetate). Conditions: time 2 day. Yields the product [Cl-].O1CCN(CC1)C(C(=O)O[C@H]1C[N+]2(CCC1CC2)CC(C2=CC=CC=C2)=O)C2=CC=CC=C2 ((3R)-3-(2-morpholino-2-phenylacetoxy)-1-(2-oxo-2-phenylethyl)-1-azoniabicyclo[2.2.2]octane chloride). The yield is 84.1%. As a reaction SMILES: [O:1]1[CH2:6][CH2:5][N:4]([CH:7]([C:19]2[CH:24]=[CH:23][CH:22]=[CH:21][CH:20]=2)[C:8]([O:10][C@@H:11]2[CH:16]3[CH2:17][CH2:18][N:13]([CH2:14][CH2:15]3)[CH2:12]2)=[O:9])[CH2:3][CH2:2]1.[Cl:25][CH2:26][C:27]([C:29]1[CH:34]=[CH:33][CH:32]=[CH:31][CH:30]=1)=[O:28]>C(OCC)(=O)C>[Cl-:25].[O:1]1[CH2:6][CH2:5][N:4]([CH:7]([C:19]2[CH:24]=[CH:23][CH:22]=[CH:21][CH:20]=2)[C:8]([O:10][C@@H:11]2[CH:16]3[CH2:15][CH2:14][N+:13]([CH2:26][C:27](=[O:28])[C:29]4[CH:34]=[CH:33][CH:32]=[CH:31][CH:30]=4)([CH2:18][CH2:17]3)[CH2:12]2)=[O:9])[CH2:3][CH2:2]1 |f:3.4|. Reported procedure: (R)-Quinuclidin-3-yl 2-morpholino-2-phenylacetate (43 mg, 0.13 mmol) was dissolved in ethyl acetate (1.3 ml) and 2-chloro-1-phenylethanone (22.1 mg, 0.14 mmol) was added. The solution was stirred at room temperature for two days. The solvent was evaporated and the residue was triturated with Et2O to obtain (3R)-3-(2-morpholino-2-phenylacetoxy)-1-(2-oxo-2-phenylethyl)-1-azoniabicyclo[2.2.2]octane chloride (53 mg, 84% yield) as a pale yellow solid. Starting materials: FC(C(=O)O)(F)F (trifluoroacetic acid), C(CCC)N1C(=CC=C1CCC)CC1=CC(=CC=C1)N (1-butyl-2-(3'-aminobenzyl)-5-propylpyrrole), C([O-])([O-])=O.[Na+].[Na+] (sodium carbonate), [O-]C#N.[Na+] (sodium cyanate). Run in C(Cl)Cl (methylene chloride), CO (methanol), C(Cl)Cl (methylene chloride). The product is C(CCC)N1C(=CC=C1CCC)CC1=CC(=CC=C1)NC(=O)N (1-Butyl-2-(3'-ureidobenzyl)-5-propylpyrrole). Isolated yield 90.5%. Reaction SMILES: FC(F)(F)C(O)=O.[CH2:8]([N:12]1[C:16]([CH2:17][CH2:18][CH3:19])=[CH:15][CH:14]=[C:13]1[CH2:20][C:21]1[CH:26]=[CH:25][CH:24]=[C:23]([NH2:27])[CH:22]=1)[CH2:9][CH2:10][CH3:11].[O-:28][C:29]#[N:30].[Na+].C(=O)([O-])[O-].[Na+].[Na+]>C(Cl)Cl.CO>[CH2:8]([N:12]1[C:16]([CH2:17][CH2:18][CH3:19])=[CH:15][CH:14]=[C:13]1[CH2:20][C:21]1[CH:26]=[CH:25][CH:24]=[C:23]([NH:27][C:29]([NH2:30])=[O:28])[CH:22]=1)[CH2:9][CH2:10][CH3:11] |f:2.3,4.5.6|. Procedure details: A solution of 11.4 ml (148 mmol) of trifluoroacetic acid in 100 ml of methylene chloride was added dropwise to a mixture of 20 g (74 mmol) of 1-butyl-2-(3'-aminobenzyl)-5-propylpyrrole dissolved in 80 ml of methylene chloride, 20 ml of methanol, and 9.6 g (148 mmol) of sodium cyanate, at room temperature and under stirring. The reaction mixture was stirred for an hour further, poured into 500 ml of saturated sodium carbonate solution and extracted with 200 ml of methylene chloride and 200 ml of ... Reactants: COP(=O)(OC)CC(/C=C/C1CCN(CC1)C(=O)OC(C)(C)C)=O (tert-butyl (E)-4-[4-(dimethoxyphosphoryl)-3-oxo-1-butenyl]piperidine-1-carboxylate). Reagents/catalysts: [Pd] (palladium-on-carbon). Run in CO (methanol). The product is COP(=O)(OC)CC(CCC1CCN(CC1)C(=O)OC(C)(C)C)=O (tert-butyl 4-[4-(dimethoxyphosphoryl)-3-oxobutyl]piperidine-1-carboxylate). Reaction SMILES: [CH3:1][O:2][P:3]([CH2:7][C:8](=[O:24])/[CH:9]=[CH:10]/[CH:11]1[CH2:16][CH2:15][N:14]([C:17]([O:19][C:20]([CH3:23])([CH3:22])[CH3:21])=[O:18])[CH2:13][CH2:12]1)([O:5][CH3:6])=[O:4]>CO.[Pd]>[CH3:1][O:2][P:3]([CH2:7][C:8](=[O:24])[CH2:9][CH2:10][CH:11]1[CH2:12][CH2:13][N:14]([C:17]([O:19][C:20]([CH3:22])([CH3:21])[CH3:23])=[O:18])[CH2:15][CH2:16]1)([O:5][CH3:6])=[O:4]. Procedure details: A solution of 5.443 g (15.062 mM) of tert-butyl (E)-4-[4-(dimethoxyphosphoryl)-3-oxo-1-butenyl]piperidine-1-carboxylate in 50 ml of methanol was subjected to hydrogenation using 3 g of 10% palladium-on-carbon (50% hydrous) as a catalyst at room temperature and atmospheric pressure until the starting material had been no longer detected. The catalyst was removed by filtration with the aid of celite and the catalyst was washed with methanol. The filtrate and washes were pooled and the solvent was ... RXN SMILES: [Br:1][c:2]1[c:3]([C:4](=[O:5])[OH:6])[cH:7][c:8]([Br:12])[c:9]([CH3:11])[cH:10]1.[CH3:18][CH2:19][O:20][C:21](=[O:22])[CH3:23].[CH3:24][OH:25].[S:13](=[O:14])(=[O:15])([OH:16])[OH:17]>>[Br:1][c:2]1[c:3]([C:4](=[O:5])[O:6][CH3:18])[cH:7][c:8]([Br:12])[c:9]([CH3:11])[cH:10]1. Reactants: Cc1cc(Br)c(C(=O)O)cc1Br, CCOC(C)=O, CO, O=S(=O)(O)O. Product: COC(=O)c1cc(Br)c(C)cc1Br.